The task is: describe an organic reaction: reactants, conditions, products, and yield. This data is from the Open Reaction Database (ORD), a public repository of structured organic reaction records. The reactants are FC(C(=O)OCC)(F)F (ethyl trifluoroacetate), CN(CCN(C)C)C (Tetramethylethylenediamine), C(CCC)[Li] (n-butyl lithium), C[Si](NC=1C(=CC(=CC1)OC)C)(C)C (N-(trimethylsilyl)-4-methoxy-o-toluidine). Run in C1CCCCC1 (cyclohexane). Conditions: time 0.5 hour. Yields the product COC=1C=C2C=C(NC2=CC1)C(F)(F)F (5-Methoxy-2-(trifluoromethyl)indole). Yield: 12.0%. Reaction SMILES: CN(C)CCN(C)C.C([Li])CCC.C[Si](C)(C)[NH:16][C:17]1[C:18]([CH3:25])=[CH:19][C:20]([O:23][CH3:24])=[CH:21][CH:22]=1.[F:28][C:29]([F:36])([F:35])[C:30](OCC)=O>C1CCCCC1>[CH3:24][O:23][C:20]1[CH:19]=[C:18]2[C:17](=[CH:22][CH:21]=1)[NH:16][C:30]([C:29]([F:36])([F:35])[F:28])=[CH:25]2. Procedure: Tetramethylethylenediamine (TMEDA) (49 g, 0.42 mole), under nitrogen, is treated with n-butyl lithium (168 mL of 2.57 N in hexanes, 0.42 mole) at 0° C., stirred for 0.5 hour at room temperature, treated dropwise with N-(trimethylsilyl)-4-methoxy-o-toluidine (40.0 g, 0.19 mole), heated at reflux temperature for 4 hours, cooled to -78° C., diluted with dry cyclohexane, treated dropwise with ethyl trifluoroacetate (45 g, 0.23 mole), stirred at -78° C. for 0.5 hour, warmed to room temperature and qu... Starting materials: CC[SiH](CC)CC, CO, Cc1nc2c(CN3CCOCC3)cc(Cl)nn2c1C(O)c1ccc(Cl)cc1F, ClCCCl, O=C(O)C(F)(F)F. The product is Cc1nc2c(CN3CCOCC3)cc(Cl)nn2c1Cc1ccc(Cl)cc1F. Reaction SMILES: [CH2:33]([SiH:34]([CH2:35][CH3:36])[CH2:37][CH3:38])[CH3:39].[CH3:47][OH:48].[Cl:1][c:2]1[cH:3][c:4]([F:28])[c:5]([CH:8]([OH:9])[c:10]2[c:11]([CH3:27])[n:12][c:13]3[n:14]2[n:15][c:16]([Cl:26])[cH:17][c:18]3[CH2:19][N:20]2[CH2:21][CH2:22][O:23][CH2:24][CH2:25]2)[cH:6][cH:7]1.[Cl:29][CH2:30][CH2:31][Cl:32].[OH:40][C:41]([C:42]([F:43])([F:44])[F:45])=[O:46]>>[Cl:1][c:2]1[cH:3][c:4]([F:28])[c:5]([CH2:8][c:10]2[c:11]([CH3:27])[n:12][c:13]3[n:14]2[n:15][c:16]([Cl:26])[cH:17][c:18]3[CH2:19][N:20]2[CH2:21][CH2:22][O:23][CH2:24][CH2:25]2)[cH:6][cH:7]1. Reactants: COCCC(C)N, Fc1cccc(Nc2cc(-c3ccnc(Cl)n3)ccn2)c1. The product is COCCC(C)Nc1nccc(-c2ccnc(Nc3cccc(F)c3)c2)n1. Reaction SMILES: [CH3:1][O:2][CH2:3][CH2:4][CH:5]([CH3:6])[NH2:7].[Cl:8][c:9]1[n:10][cH:11][cH:12][c:13](-[c:15]2[cH:16][c:17]([NH:21][c:22]3[cH:23][c:24]([F:28])[cH:25][cH:26][cH:27]3)[n:18][cH:19][cH:20]2)[n:14]1>>[CH3:1][O:2][CH2:3][CH2:4][CH:5]([CH3:6])[NH:7][c:9]1[n:10][cH:11][cH:12][c:13](-[c:15]2[cH:16][c:17]([NH:21][c:22]3[cH:23][c:24]([F:28])[cH:25][cH:26][cH:27]3)[n:18][cH:19][cH:20]2)[n:14]1.